Dataset: the Open Reaction Database (ORD), a public repository of structured organic reaction records. Task: describe an organic reaction: reactants, conditions, products, and yield Starting materials: 60.74, CC1(OCC(O1)CO)C (2,2-dimethyl-4-hydroxymethyl-1,3-dioxolane), [H][H] (hydrogen), C(C1=CC(C(=O)OC)=CC=C1)(=O)OC (dimethyl isophthalate), C[O-].[Na+] (sodium methoxide), [H][H] (hydrogen). Solvent: C1(=CC=CC=C1)C (toluene). Run at temperature 25 celsius, time 5 hour. Yields the product CC1(OCC(O1)COC(C1=CC(C(=O)OCC2OC(OC2)(C)C)=CC=C1)=O)C (Bis[(2,2-dimethyl-1,3-dioxolan-4-yl)methyl]isophthalate). RXN SMILES: [CH3:1][C:2]1([CH3:9])[O:6][CH:5]([CH2:7][OH:8])[CH2:4][O:3]1.[C:10]([O:22][CH3:23])(=[O:21])[C:11]1[CH:20]=[CH:19][CH:18]=[C:13]([C:14]([O:16]C)=O)[CH:12]=1.[CH3:24][O-:25].[Na+].[H][H]>C1(C)C=CC=CC=1>[CH3:1][C:2]1([CH3:9])[O:6][CH:5]([CH2:7][O:8][C:14](=[O:16])[C:13]2[CH:18]=[CH:19][CH:20]=[C:11]([C:10]([O:22][CH2:23][CH:24]3[CH2:4][O:3][C:2]([CH3:9])([CH3:1])[O:25]3)=[O:21])[CH:12]=2)[CH2:4][O:3]1 |f:2.3|. Procedure: Into a five liter capacity, four-necked flask equipped with a thermometer, stirrer, nitrogen inlet and a 10-inch helix packed column were placed 1322 grams (10 moles) of 2,2-dimethyl-4-hydroxymethyl-1,3-dioxolane (Comonomer A herein), 971 grams (5 moles) of dimethyl isophthalate, 1700 grams of dry toluene and 7 grams of sodium methoxide. The reaction mixture was heated to reflux. During 5 hours, a binary mixture (927 grams) of toluene-methanol was collected at a head temperature of 95°-106° C. b... The reactants are CN(C)C=O, [Cl-], [H-], CCCCCCI, CC(C)(C)C(=O)Nc1ccc(-c2cc(=O)c3c(N)c(F)cc(F)c3o2)cc1F, [NH4+], [Na+]. Product: CCCCCCNc1c(F)cc(F)c2oc(-c3ccc(NC(=O)C(C)(C)C)c(F)c3)cc(=O)c12. RXN SMILES: [CH3:40][N:41]([CH3:42])[CH:43]=[O:44].[Cl-:38].[H-:29].[I:31][CH2:32][CH2:33][CH2:34][CH2:35][CH2:36][CH3:37].[NH2:1][c:2]1[c:3]([F:28])[cH:4][c:5]([F:27])[c:6]2[c:7]1[c:8](=[O:26])[cH:9][c:10](-[c:12]1[cH:13][c:14]([F:25])[c:15]([NH:18][C:19]([C:20]([CH3:21])([CH3:22])[CH3:23])=[O:24])[cH:16][cH:17]1)[o:11]2.[NH4+:39].[Na+:30]>>[NH:1]([c:2]1[c:3]([F:28])[cH:4][c:5]([F:27])[c:6]2[c:7]1[c:8](=[O:26])[cH:9][c:10](-[c:12]1[cH:13][c:14]([F:25])[c:15]([NH:18][C:19]([C:20]([CH3:21])([CH3:22])[CH3:23])=[O:24])[cH:16][cH:17]1)[o:11]2)[CH2:32][CH2:33][CH2:34][CH2:35][CH2:36][CH3:37]. Starting materials: ClC1=C(C=C(C(=C1)Cl)OCC#C)NN=C1N(CCCC1)C(=O)OC (methyl 2-[[2,4-dichloro-5-(2-propynyloxy)phenyl]-hydrazono]-1-piperidinecarboxylate), C(C)(=O)O (acetic acid). The solvent is C1(=CC=CC=C1)C (toluene). Run at temperature 100 celsius. Yields the product ClC1=C(C=C(C(=C1)Cl)OCC#C)N1N=C2N(CCCC2)C1=O (2-[2,4-dichloro-5-(2-propynyloxy)phenyl]-5,6,7,8-tetrahydro-1,2,4-triazolo[4,3-a]-pyridin-3(2H)-one). The yield is 87.6%. Reaction SMILES: [Cl:1][C:2]1[CH:7]=[C:6]([Cl:8])[C:5]([O:9][CH2:10][C:11]#[CH:12])=[CH:4][C:3]=1[NH:13][N:14]=[C:15]1[CH2:20][CH2:19][CH2:18][CH2:17][N:16]1[C:21]([O:23]C)=O.C(O)(=O)C>C1(C)C=CC=CC=1>[Cl:1][C:2]1[CH:7]=[C:6]([Cl:8])[C:5]([O:9][CH2:10][C:11]#[CH:12])=[CH:4][C:3]=1[N:13]1[C:21](=[O:23])[N:16]2[CH2:17][CH2:18][CH2:19][CH2:20][C:15]2=[N:14]1. Procedure: A mixture of 10.0 g of the product from Step B and 0.50 g of glacial acetic acid in 50 mL of toluene is heated at 100° C. for 2 h while removing methanol vapor with a stream of nitrogen. Hexane (50 mL) is added at 70° C. and the product is filtered at 25° C. and washed with hexanes to provide 8.0 g (94%) of the title compound, m.p. 168°-169° C. 1H NMR (CDCl3) δ1.9 (m, 4H), 2.55 (t, 1H, J=2.4Hz), 2.74 (t, 2H, J=6Hz), 3.67 (t, 2H, J=6Hz), 4.74 (d, 2H, J=2.4Hz), 7.13 (s, 1H), 7.50 (s, 1H).